Dataset: the Open Reaction Database (ORD), a public repository of structured organic reaction records. Task: describe an organic reaction: reactants, conditions, products, and yield Starting materials: NC1=C(OCC2=CC=C(C(=O)OC)C=C2)C=C(C=C1)C(F)(F)F (methyl 4-(2-amino-5-trifluoromethylphenoxymethyl)-benzoate), C1(=CC=CC=C1)P(C1=CC=CC=C1)C1=CC=CC=C1 (triphenylphosphine), O (water), C1(CCCC1)S(=O)(=O)Cl (cyclopentylsulfonylchloride). Solvent: C(Cl)Cl (methylene chloride), N1=CC=CC=C1 (pyridine). Reaction conditions: time 6 hour. The product is C1(CCCC1)S(=O)NC1=C(OCC2=CC=C(C(=O)OC)C=C2)C=C(C=C1)C(F)(F)F (Methyl 4-(2-cyclopentylsulfinylamino-5-trifluoromethylphenoxymethyl)-benzoate). Isolated yield 75.9%. As a reaction SMILES: [NH2:1][C:2]1[CH:19]=[CH:18][C:17]([C:20]([F:23])([F:22])[F:21])=[CH:16][C:3]=1[O:4][CH2:5][C:6]1[CH:15]=[CH:14][C:9]([C:10]([O:12][CH3:13])=[O:11])=[CH:8][CH:7]=1.C1(P(C2C=CC=CC=2)C2C=CC=CC=2)C=CC=CC=1.[CH:43]1([S:48](Cl)(=O)=[O:49])[CH2:47][CH2:46][CH2:45][CH2:44]1.O>C(Cl)Cl.N1C=CC=CC=1>[CH:43]1([S:48]([NH:1][C:2]2[CH:19]=[CH:18][C:17]([C:20]([F:21])([F:22])[F:23])=[CH:16][C:3]=2[O:4][CH2:5][C:6]2[CH:7]=[CH:8][C:9]([C:10]([O:12][CH3:13])=[O:11])=[CH:14][CH:15]=2)=[O:49])[CH2:47][CH2:46][CH2:45][CH2:44]1. Procedure details: To a solution of methyl 4-(2-amino-5-trifluoromethylphenoxymethyl)-benzoate (300 mg) in methylene chloride (3.0 ml), pyridine (187 μl) and triphenylphosphine (315 mg) were added in a stream of argon. At 0° C., cyclopentylsulfonylchloride (202 mg) was added dropwise thereto. The mixture was stirred for 6 hours at room temperature. To the reaction mixture, water was added. The mixture was extracted with ethyl acetate, washed, dried over and concentrated with the reduced pressure. The residue was p... As a reaction SMILES: [Br:1][C:2]1[CH:17]=[CH:16][C:5]([O:6][C:7]2[NH:11][C:10]3[CH:12]=[CH:13][CH:14]=[CH:15][C:9]=3[N:8]=2)=[CH:4][CH:3]=1.[H-].[Na+].Cl[CH2:21][C:22](=[O:24])[CH3:23]>CN(C=O)C.CCOC(C)=O>[Br:1][C:2]1[CH:17]=[CH:16][C:5]([O:6][C:7]2[N:8]([CH2:21][C:22](=[O:24])[CH3:23])[C:9]3[CH:15]=[CH:14][CH:13]=[CH:12][C:10]=3[N:11]=2)=[CH:4][CH:3]=1 |f:1.2|. Run at time 5 minute. Reported procedure: To a solution of 2-(4-bromophenoxy)-1H-benzo[d]imidazole (5.72 g) in DMF (60 mL) was added NaH (60% in oil, 950 mg) at 0° C. After stirring for 5 min, chloroacetone (2.36 mL) was added to the mixture at 0° C. The mixture was stirred at room temperature for 5 h. The mixture was diluted with AcOEt and washed with water. The organic layer was dried over Na2SO4, filtered and concentrated under reduced pressure. The residue was purified by silica gel column chromatography (AcOEt in hexane) and recrys... Starting materials: BrC1=CC=C(OC2=NC3=C(N2)C=CC=C3)C=C1 (2-(4-bromophenoxy)-1H-benzo[d]imidazole), [H-].[Na+] (NaH), ClCC(C)=O (chloroacetone). Solvent: CCOC(=O)C (AcOEt), CN(C)C=O (DMF). The product is BrC1=CC=C(OC2=NC3=C(N2CC(C)=O)C=CC=C3)C=C1 (1-[2-(4-Bromophenoxy)-1H-benzimidazol-1-yl]propan-2-one). Reactants: C(#N)CC(OC)(OC)OC (2-cyano-1,1,1-trimethoxyethane), NC1=CC=CC=C1 (aniline), O (water). Reagents/catalysts: O.C1(=CC=C(C=C1)S(=O)(=O)O)C (p-toluenesulfonic acid monohydrate). Solvent: CO (methanol), CO (methanol). Yields the product COC(CC#N)=NC1=CC=CC=C1 (methyl-2-cyano-N-phenylacetimidate). The yield is 54.0%. RXN SMILES: [C:1]([CH2:3][C:4](OC)(OC)[O:5][CH3:6])#[N:2].[NH2:11][C:12]1[CH:17]=[CH:16][CH:15]=[CH:14][CH:13]=1.O>O.C1(C)C=CC(S(O)(=O)=O)=CC=1.CO>[CH3:6][O:5][C:4](=[N:11][C:12]1[CH:17]=[CH:16][CH:15]=[CH:14][CH:13]=1)[CH2:3][C:1]#[N:2] |f:3.4|. Reported procedure: In a 250-mL flask was placed 87 g (0.6 mol) of 2-cyano-1,1,1-trimethoxyethane, 46.5 g (0.5 mol) of aniline, and 1.0 g (0.005 mol) of p-toluenesulfonic acid monohydrate. The mixture was placed in a pre-heated oil bath at 120° C. and stirred rapidly. The methanol by-product of the reaction was allowed to boil off. When the internal reaction temperature reached 110° C., the reaction flask was fitted with a water aspirator vacuum take-off, and the residual methanol was removed at approximately 20 mm... Reactants: C(=O)(OC(C)(C)C)N1[C@H](C(=O)O)CC(C1)(F)F (N-Boc-4,4-difluoroproline), C(=O)(C(F)(F)F)O.C(Cl)Cl (TFA CH2Cl2), C(=O)(OCC1C2=CC=CC=C2C2=CC=CC=C12)Cl (Fmoc-Cl). Run in O1CCOCC1 (dioxane), 1;1, O (water). Run at time 16 hour. Yields the product C(=O)(OCC1C2=CC=CC=C2C2=CC=CC=C12)N1[C@H](C(=O)O)CC(C1)(F)F (N-Fmoc-4,4-difluoroproline). Yield: 113.8%. Reaction SMILES: [C:1]([N:8]1[CH2:15][C:14]([F:17])([F:16])[CH2:13][C@H:9]1[C:10]([OH:12])=[O:11])([O:3][C:4]([CH3:7])(C)C)=[O:2].C(O)(C(F)(F)F)=O.C(Cl)Cl.C(Cl)(OCC1[C:44]2[C:39](=[CH:40][CH:41]=[CH:42][CH:43]=2)[C:38]2[C:33]1=[CH:34][CH:35]=[CH:36][CH:37]=2)=O>O1CCOCC1.O>[C:1]([N:8]1[CH2:15][C:14]([F:16])([F:17])[CH2:13][C@H:9]1[C:10]([OH:12])=[O:11])([O:3][CH2:4][CH:7]1[C:37]2[C:38](=[CH:33][CH:34]=[CH:35][CH:36]=2)[C:39]2[C:44]1=[CH:43][CH:42]=[CH:41][CH:40]=2)=[O:2] |f:1.2|. Procedure details: A solution of 652 mg (2 mmol) of N-Boc-4,4-difluoroproline in 10 mL of 1;1 TFA/CH2Cl2 was stirred at 0° C. for 45 min, and concentrated in vacuo. The residue was taken up in 3 mL of dioxane, and 5 mL of 10% aqueous sodium carbonate was added, followed by a solution of 675 mg (1 eq) of Fmoc-Cl in 5 mL of dioxane. The mixture was stirred at room temperature for 16 h, diluted with 20 mL of water, extracted with 2 20-mL portions of diethyl ether, acidified to pH 2, and extracted with three 30-mL por... The reactants are C1CCOC1, COC(=O)c1ccc(Oc2ccc(Cl)c(C(C)C(O)(c3ccnc(Cl)c3)C(F)(F)F)c2)cc1OC, CO, [Li+], [OH-]. Yields the product COc1cc(Oc2ccc(Cl)c(C(C)C(O)(c3ccnc(Cl)c3)C(F)(F)F)c2)ccc1C(=O)O. As a reaction SMILES: [CH2:38]1[O:39][CH2:40][CH2:41][CH2:42]1.[CH3:1][O:2][C:3]([c:4]1[c:5]([O:33][CH3:34])[cH:6][c:7]([O:10][c:11]2[cH:12][c:13]([CH:18]([C:19]([C:20]([F:21])([F:22])[F:23])([OH:24])[c:25]3[cH:26][c:27]([Cl:31])[n:28][cH:29][cH:30]3)[CH3:32])[c:14]([Cl:17])[cH:15][cH:16]2)[cH:8][cH:9]1)=[O:35].[CH3:43][OH:44].[Li+:37].[OH-:36]>>[O:2]=[C:3]([c:4]1[c:5]([O:33][CH3:34])[cH:6][c:7]([O:10][c:11]2[cH:12][c:13]([CH:18]([C:19]([C:20]([F:21])([F:22])[F:23])([OH:24])[c:25]3[cH:26][c:27]([Cl:31])[n:28][cH:29][cH:30]3)[CH3:32])[c:14]([Cl:17])[cH:15][cH:16]2)[cH:8][cH:9]1)[OH:35]. Starting materials: [OH-].[K+] (KOH), O (water), BrC1=CC=C(CN2C(=C(C3=CC(=CC=C23)OC)C(CC(=O)OCC)C)C)C=C1 (Ethyl 3-[1-(p-bromobenzyl)-5-methoxy-2-methylindol-3-yl]butanoate). Run in CCO (EtOH). Run at temperature 60 celsius. Yields the product BrC1=CC=C(CN2C(=C(C3=CC(=CC=C23)OC)C(CC(=O)O)C)C)C=C1 (3-[1-(p-Bromobenzyl)-5-methoxy-2-methylindol-3-yl]butanoic acid). Isolated yield 75.0%. As a reaction SMILES: [Br:1][C:2]1[CH:28]=[CH:27][C:5]([CH2:6][N:7]2[C:15]3[C:10](=[CH:11][C:12]([O:16][CH3:17])=[CH:13][CH:14]=3)[C:9]([CH:18]([CH3:25])[CH2:19][C:20]([O:22]CC)=[O:21])=[C:8]2[CH3:26])=[CH:4][CH:3]=1.[OH-].[K+].O>CCO>[Br:1][C:2]1[CH:28]=[CH:27][C:5]([CH2:6][N:7]2[C:15]3[C:10](=[CH:11][C:12]([O:16][CH3:17])=[CH:13][CH:14]=3)[C:9]([CH:18]([CH3:25])[CH2:19][C:20]([OH:22])=[O:21])=[C:8]2[CH3:26])=[CH:4][CH:3]=1 |f:1.2|. Reported procedure: To a suspension of the ester from Step 4 (5.13 g, 11.5 mmol) in 50 mL of EtOH was added 8N KOH (5 mL, 40 mmol) and 5 mL water. The mixture was heated to 60° C. for 1 h, then cooled and concentrated. The residue was partitioned between 1M HCl and EtOAc. The organic phase was washed with brine, dried over MgSO4, filtered and evaporated. Crystallization from CH2Cl2/ hexanes gave 3.59 g of the title compound. The reactants are N1(CCNCC1)CC1=CC=C(N\C(\C2=CC=CC=C2)=C\2/C(NC3=CC(=CC=C23)C(=O)OC)=O)C=C1 (3-Z-[1-(4-(piperazin-1-yl-methyl)-anilino)-1-phenyl-methylene]-6-methoxycarbonyl-2-indolinone), C(C1=CC=CC=C1)(=O)Cl (benzoyl chloride). Yields the product C(C1=CC=CC=C1)(=O)N1CCN(CC1)CC1=CC=C(N\C(\C2=CC=CC=C2)=C\2/C(NC3=CC(=CC=C23)C(=O)OC)=O)C=C1 (3-Z-[1-(4-(4-benzoyl-piperazin-1-yl-methyl)-anilino)-1-phenyl-methylene]-6-methoxycarbonyl-2-indolinone). As a reaction SMILES: [N:1]1([CH2:7][C:8]2[CH:35]=[CH:34][C:11]([NH:12]/[C:13](=[C:20]3\[C:21](=[O:33])[NH:22][C:23]4[C:28]\3=[CH:27][CH:26]=[C:25]([C:29]([O:31][CH3:32])=[O:30])[CH:24]=4)/[C:14]3[CH:19]=[CH:18][CH:17]=[CH:16][CH:15]=3)=[CH:10][CH:9]=2)[CH2:6][CH2:5][NH:4][CH2:3][CH2:2]1.[C:36](Cl)(=[O:43])[C:37]1[CH:42]=[CH:41][CH:40]=[CH:39][CH:38]=1>>[C:36]([N:4]1[CH2:5][CH2:6][N:1]([CH2:7][C:8]2[CH:35]=[CH:34][C:11]([NH:12]/[C:13](=[C:20]3\[C:21](=[O:33])[NH:22][C:23]4[C:28]\3=[CH:27][CH:26]=[C:25]([C:29]([O:31][CH3:32])=[O:30])[CH:24]=4)/[C:14]3[CH:15]=[CH:16][CH:17]=[CH:18][CH:19]=3)=[CH:10][CH:9]=2)[CH2:2][CH2:3]1)(=[O:43])[C:37]1[CH:42]=[CH:41][CH:40]=[CH:39][CH:38]=1. Procedure: Prepared from 3-Z-[1-(4-(piperazin-1-yl-methyl)-anilino)-1-phenyl-methylene]-6-methoxycarbonyl-2-indolinone and benzoyl chloride Rf value: 0.7 (silica gel, methylene chloride/methanol=10:1) C35H32N4O4